From a dataset of the Open Reaction Database (ORD), a public repository of structured organic reaction records. describe an organic reaction: reactants, conditions, products, and yield Isolated yield 24.3%. Reported procedure: 2-(1-Methyl-cyclopentylmethyl)-4-morpholin-4-yl-4-oxo-butyric acid (100 mg, 0.35 mmol) was combined with EDC (250 mg, 1.3 mmol), HOBt (250 mg, 1.6 mmol), and (2S)-2-amino-1-oxazolo[4,5-b]pyridin-2-yl-butan-1-ol (100 mg, 0.48 mmol). Dichloromethane (4 mL) was added and then 4-methylmorpholine (0.5 mL). The mixture was stirred at ambient temperature for 2 hours. After dilution with ethyl acetate (150 mL), the solution was washed with 1N aqueous HCl, water, saturated aqueous NaHCO3 solution and bri... The product is CC1(CCCC1)CC(C(=O)NC(CC)C(=O)C=1OC=2C(=NC=CC2)N1)CC(=O)N1CCOCC1 (2-(1-Methyl-cyclopentylmethyl)-4-morpholin-4-yl-N-[1-(oxazolo[4,5-b]pyridine-2-carbonyl)-propyl]-4-oxo-butyramide). Reactants: [O-]S(=O)(=S)[O-].[Na+].[Na+] (Na2S2O3), CC1(CCCC1)CC(C(=O)O)CC(=O)N1CCOCC1 (2-(1-Methyl-cyclopentylmethyl)-4-morpholin-4-yl-4-oxo-butyric acid), CN1CCOCC1 (4-methylmorpholine), N[C@H](C(O)C=1OC=2C(=NC=CC2)N1)CC ((2S)-2-amino-1-oxazolo[4,5-b]pyridin-2-yl-butan-1-ol), C(CCl)Cl (EDC), C=1C=CC2=C(C1)N=NN2O (HOBt), CC(=O)OI1(C=2C=CC=CC2C(=O)O1)(OC(=O)C)OC(=O)C (Dess-Martin Periodinane). As a reaction SMILES: [CH3:1][C:2]1([CH2:7][CH:8]([CH2:12][C:13]([N:15]2[CH2:20][CH2:19][O:18][CH2:17][CH2:16]2)=[O:14])[C:9]([OH:11])=O)[CH2:6][CH2:5][CH2:4][CH2:3]1.C(Cl)CCl.C1C=CC2N(O)N=NC=2C=1.[NH2:35][C@@H:36]([CH2:48][CH3:49])[CH:37]([C:39]1[O:40][C:41]2[C:42]([N:47]=1)=[N:43][CH:44]=[CH:45][CH:46]=2)[OH:38].CN1CCOCC1.CC(OI1(OC(C)=O)(OC(C)=O)OC(=O)C2C=CC=CC1=2)=O.[O-]S([O-])(=S)=O.[Na+].[Na+]>C(OCC)(=O)C.C([O-])(O)=O.[Na+].ClCCl>[CH3:1][C:2]1([CH2:7][CH:8]([CH2:12][C:13]([N:15]2[CH2:20][CH2:19][O:18][CH2:17][CH2:16]2)=[O:14])[C:9]([NH:35][CH:36]([C:37]([C:39]2[O:40][C:41]3[C:42]([N:47]=2)=[N:43][CH:44]=[CH:45][CH:46]=3)=[O:38])[CH2:48][CH3:49])=[O:11])[CH2:3][CH2:4][CH2:5][CH2:6]1 |f:6.7.8,10.11|. Run at time 2 hour. The solvent is C(=O)(O)[O-].[Na+] (NaHCO3), ClCCl (Dichloromethane), C(C)(=O)OCC (ethyl acetate).